This data is from the Open Reaction Database (ORD), a public repository of structured organic reaction records. The task is: describe an organic reaction: reactants, conditions, products, and yield The reactants are C([O-])(O)=O.[Na+] (sodium bicarbonate), C1(=CC=CC=C1)OC(=O)Cl (phenylchloroformate), NC1=CC=C(C=C1)C1=NC(=CC(=N1)C(=O)OC)N1[C@H](COCC1)C (Methyl 2-(4-aminophenyl)-6-[(3S)-3-methylmorpholin-4-yl]pyrimidine-4-carboxylate). Run in O1CCOCC1 (dioxane). Conditions: time 16 hour. Yields the product C[C@@H]1N(CCOC1)C1=CC(=NC(=N1)C1=CC=C(C=C1)NC(=O)OC1=CC=CC=C1)C(=O)OC (Methyl 6-[(3S)-3-methylmorpholin-4-yl]-2-[4-(phenoxycarbonylamino)phenyl]pyrimidine-4-carboxylate). As a reaction SMILES: [NH2:1][C:2]1[CH:7]=[CH:6][C:5]([C:8]2[N:13]=[C:12]([C:14]([O:16][CH3:17])=[O:15])[CH:11]=[C:10]([N:18]3[CH2:23][CH2:22][O:21][CH2:20][C@@H:19]3[CH3:24])[N:9]=2)=[CH:4][CH:3]=1.C(=O)(O)[O-].[Na+].[C:30]1([O:36][C:37](Cl)=[O:38])[CH:35]=[CH:34][CH:33]=[CH:32][CH:31]=1>O1CCOCC1>[CH3:24][C@H:19]1[CH2:20][O:21][CH2:22][CH2:23][N:18]1[C:10]1[N:9]=[C:8]([C:5]2[CH:4]=[CH:3][C:2]([NH:1][C:37]([O:36][C:30]3[CH:35]=[CH:34][CH:33]=[CH:32][CH:31]=3)=[O:38])=[CH:7][CH:6]=2)[N:13]=[C:12]([C:14]([O:16][CH3:17])=[O:15])[CH:11]=1 |f:1.2|. Procedure: Methyl 2-(4-aminophenyl)-6-[(3S)-3-methylmorpholin-4-yl]pyrimidine-4-carboxylate (400 mg) was dissolved in dioxane (10 mL) and sodium bicarbonate (154 mg) and phenylchloroformate (0.154 mL) added dropwise. The mixture was stirred at RT for 16 hours then the dioxane removed under reduced pressure and the residue partitioned between water (50 mL) and ethyl acetate (50 mL). The organic layer was dried over magnesium sulphate, filtered and evaporated to give the desired material as a brown foam (624... Starting materials: C(C)C(CO)(CO)C (2-ethyl-2-methyl1,3-propanediol), COCC=O (methoxyacetaldehyde), C(Cl)(Cl)Cl (chloroform), C1(=CC=C(C=C1)S(=O)(=O)[O-])C.[NH+]1=CC=CC=C1 (pyridinium p-toluenesulfonate). The solvent is O (water). The product is COCC1OCC(CO1)(C)CC (2-methoxymethyl-5-ethyl-5-methyl-1,3-dioxane). The yield is 89.0%. RXN SMILES: [CH2:1]([C:3]([CH3:8])([CH2:6][OH:7])[CH2:4][OH:5])[CH3:2].[CH3:9][O:10][CH2:11][CH:12]=O.C(Cl)(Cl)Cl.C1(C)C=CC(S([O-])(=O)=O)=CC=1.[NH+]1C=CC=CC=1>O>[CH3:9][O:10][CH2:11][CH:12]1[O:7][CH2:6][C:3]([CH2:1][CH3:2])([CH3:8])[CH2:4][O:5]1 |f:3.4|. Reported procedure: A mixture of 590 g (5 moles) of 2-ethyl-2-methyl1,3-propanediol, 479 g (5.5 moles) of 85% strength methoxyacetaldehyde and 500 ml of chloroform was heated with 10 g of pyridinium p-toluenesulfonate under a water separator until water no longer separated off. The remaining solution was deionized using a mixed-bed ion exchanger, the solvent was removed under reduced pressure and the residue was distilled. 774 g (89% yield) of 2-methoxymethyl-5-ethyl-5-methyl-1,3-dioxane of boiling point 58° C./1 m... Reactants: NC1=CC=C(C(=O)O)C=C1 (4-aminobenzoic acid), CS(=O)(OC(COCCOCCOCCOCC)Br)=S (1-bromo-3,6,9,12-tetraoxatetradecyl methanethiosulfonate), C([O-])([O-])=O.[Cs+].[Cs+] (Cesium carbonate). Solvent: CN(C)C=O (DMF). Run at time 3 day. The product is CS(=O)(OCCOCCOCCOCCOCCOC(=O)C1=CC=C(C=C1)N)=S (16-(4-aminophenyl)-16-oxo-3,6,9,12,1 5-pentaoxahexadecyl methanethiosulfonate). The yield is 25.5%. RXN SMILES: [NH2:1][C:2]1[CH:10]=[CH:9][C:5]([C:6]([OH:8])=[O:7])=[CH:4][CH:3]=1.[CH3:11][S:12](=[S:30])([O:14][CH:15](Br)[CH2:16][O:17][CH2:18][CH2:19][O:20][CH2:21][CH2:22][O:23][CH2:24][CH2:25][O:26][CH2:27][CH3:28])=[O:13].C(=O)([O-])[O-].[Cs+].[Cs+]>CN(C=O)C>[CH3:11][S:12](=[S:30])([O:14][CH2:15][CH2:16][O:17][CH2:18][CH2:19][O:20][CH2:21][CH2:22][O:23][CH2:24][CH2:25][O:26][CH2:27][CH2:28][O:7][C:6]([C:5]1[CH:9]=[CH:10][C:2]([NH2:1])=[CH:3][CH:4]=1)=[O:8])=[O:13] |f:2.3.4|. Procedure: 4-aminobenzoic acid (0.145 g, 1.06 mmol) and 1-bromo-3,6,9,12-tetraoxatetradecyl methanethiosulfonate (0.42 g, 1.06 mmol) were dissolved in dry DMF (30 mL). Cesium carbonate (0.385 mg, 1.1 mmol) was added and the mixture was stirred at room temperature for 3 days. The solvent was evaporated. The residue was pied by column chromatography on SiO2. Elution was with dichloromethane/methanol (100:3) and after evaporation, 16-(4-aminophenyl)-16-oxo-3,6,9,12,1 5-pentaoxahexadecyl methanethiosulfonate (... Reactants: O1CCCC1 (tetrahydrofuran), C1NCCN2C1C=1N(CC3=C2C=CC=C3)C=CC1 (1,3,4,14b-tetrahydro-2H,10H-pyrazino[1,2-a]pyrrolo[2,1-c][1,4]-benzodiazepine), Cl (hydrochloric acid), [O-]C#N.[Na+] (sodium cyanate). Run in O (water), O (water). The product is C(N)(=O)N1CC2N(C3=C(CN4C2=CC=C4)C=CC=C3)CC1 (2-carbamoyl-1,3,4,14b-tetrahydro-10H-pyrazino[1,2-a]pyrrolo[2,1-c][1,4]-benzodiazepine). Reaction SMILES: [CH2:1]1[CH:6]2[C:7]3[N:8]([CH:16]=[CH:17][CH:18]=3)[CH2:9][C:10]3[CH:15]=[CH:14][CH:13]=[CH:12][C:11]=3[N:5]2[CH2:4][CH2:3][NH:2]1.Cl.[O-:20][C:21]#[N:22].[Na+].O1CCCC1>O>[C:21]([N:2]1[CH2:3][CH2:4][N:5]2[C:11]3[CH:12]=[CH:13][CH:14]=[CH:15][C:10]=3[CH2:9][N:8]3[CH:16]=[CH:17][CH:18]=[C:7]3[CH:6]2[CH2:1]1)(=[O:20])[NH2:22] |f:2.3|. Procedure details: To the mixture of 100 mg of 1,3,4,14b-tetrahydro-2H,10H-pyrazino[1,2-a]pyrrolo[2,1-c][1,4]-benzodiazepine, 1 ml of N hydrochloric acid and 10 ml of water, the solution of 54.5 mg of sodium cyanate in 2 ml of water is added while stirring followed by 2 ml of tetrahydrofuran. After stirring overnight at room temperature, it is extracted with methylene chloride, the extract washed with saturated aqueous sodium carbonate, dried and evaporated, to yield the 2-carbamoyl-1,3,4,14b-tetrahydro-10H-pyrazi... Starting materials: COCC1Cc2c(Oc3ccc(S(C)(=O)=O)cc3)cc(C(=O)OC(C)(C)C)cc2O1, CC(C)(C)OC(=O)c1cc(Oc2ccc(S(C)(=O)=O)cc2)c2c(c1)OC(C)(CO)C2, CI. Product: COCC1(C)Cc2c(Oc3ccc(S(C)(=O)=O)cc3)cc(C(=O)OC(C)(C)C)cc2O1. As a reaction SMILES: [C:1]([CH3:2])([CH3:3])([CH3:4])[O:5][C:6](=[O:7])[c:8]1[cH:9][c:10]2[c:11]([c:18]([O:20][c:21]3[cH:22][cH:23][c:24]([S:27](=[O:28])(=[O:29])[CH3:30])[cH:25][cH:26]3)[cH:19]1)[CH2:12][CH:13]([CH2:15][O:16][CH3:17])[O:14]2.[C:31]([O:32][C:33]([c:34]1[cH:35][c:36]([O:37][c:38]2[cH:39][cH:40][c:41]([S:42]([CH3:43])(=[O:44])=[O:45])[cH:46][cH:47]2)[c:48]2[c:55]([cH:56]1)[O:54][C:50]([CH2:51][OH:52])([CH3:53])[CH2:49]2)=[O:57])([CH3:58])([CH3:59])[CH3:60].[CH3:61][I:62]>>[C:1]([CH3:2])([CH3:3])([CH3:4])[O:5][C:6](=[O:7])[c:8]1[cH:9][c:10]2[c:11]([c:18]([O:20][c:21]3[cH:22][cH:23][c:24]([S:27](=[O:28])(=[O:29])[CH3:30])[cH:25][cH:26]3)[cH:19]1)[CH2:12][C:13]([CH2:15][O:16][CH3:17])([CH3:31])[O:14]2. As a reaction SMILES: [Br:1][c:2]1[c:3]([C:10]([F:11])([F:12])[F:13])[cH:4][c:5]([C:6]#[N:7])[cH:8][cH:9]1.[CH2:14]1[CH2:15][CH2:16][NH:17][CH2:18][CH2:19]1>>[c:2]1([N:17]2[CH2:16][CH2:15][CH2:14][CH2:19][CH2:18]2)[c:3]([C:10]([F:11])([F:12])[F:13])[cH:4][c:5]([C:6]#[N:7])[cH:8][cH:9]1. Yields the product N#Cc1ccc(N2CCCCC2)c(C(F)(F)F)c1. The reactants are N#Cc1ccc(Br)c(C(F)(F)F)c1, C1CCNCC1.